Dataset: the Open Reaction Database (ORD), a public repository of structured organic reaction records. Task: describe an organic reaction: reactants, conditions, products, and yield Starting materials: O (water), ClCCCCSC1=CC=CC=2N1C=CN2 (5-(4-chlorobutylthio)imidazo[1,2-a]pyridine), N1C(=O)NC(=O)C1 (hydantoin), C1CCC2=NCCCN2CC1 (1,8-diazabicyclo[5.4.0]-7-undecene). Run in CN(C=O)C (N,N-dimethylformamide). Run at temperature 80 celsius, time 16 hour. Product: N=1C=CN2C1C=CC=C2SCCCCN2C(NCC2=O)=O (3-[4-(imidazo[1,2-a]pyridin-5-ylthio)-butyl]hydantoin). As a reaction SMILES: Cl[CH2:2][CH2:3][CH2:4][CH2:5][S:6][C:7]1[N:12]2[CH:13]=[CH:14][N:15]=[C:11]2[CH:10]=[CH:9][CH:8]=1.[NH:16]1[CH2:22][C:20](=[O:21])[NH:19][C:17]1=[O:18].C1CCN2C(=NCCC2)CC1.O>CN(C)C=O>[N:15]1[CH:14]=[CH:13][N:12]2[C:7]([S:6][CH2:5][CH2:4][CH2:3][CH2:2][N:19]3[C:20](=[O:21])[CH2:22][NH:16][C:17]3=[O:18])=[CH:8][CH:9]=[CH:10][C:11]=12. Procedure: To a solution of 2.41 g (10.0 mmol) of 5-(4-chlorobutylthio)imidazo[1,2-a]pyridine and 1.00 g (10.0 mmol) of hydantoin in 30 ml of N,N-dimethylformamide, 1.50 ml (10.0 mmol) of 1,8-diazabicyclo[5.4.0]-7-undecene was added, followed by stirring at 80° C. for 16 hours. After the reaction mixture was cooled, water was added; the mixture was extracted with ethyl acetate and dried, after which the solvent was distilled off. The residue was purified by column chromatography (eluent, chloroform/methano... Reactants: C12(CCC(CC1)(C2)C(=O)OC)C(=O)OC (dimethyl bicyclo[2.2.1]heptane-1,4-dicarboxylate), [OH-].[K+] (KOH), O (water). The solvent is CO (MeOH). Yields the product COC(=O)C12CCC(CC1)(C2)C(=O)O (4-(methoxycarbonyl)bicyclo[2.2.1]heptane-1-carboxylic acid). The yield is 63.6%. RXN SMILES: [C:1]12([C:12]([O:14]C)=[O:13])[CH2:7][C:4]([C:8]([O:10][CH3:11])=[O:9])([CH2:5][CH2:6]1)[CH2:3][CH2:2]2.[OH-].[K+].O>CO>[CH3:11][O:10][C:8]([C:4]12[CH2:7][C:1]([C:12]([OH:14])=[O:13])([CH2:6][CH2:5]1)[CH2:2][CH2:3]2)=[O:9] |f:1.2|. Procedure: To a solution of dimethyl bicyclo[2.2.1]heptane-1,4-dicarboxylate (2.00 g, 9.44 mmol, as prepared in Aust. J. Chem., 1985, 38, 1705-18) in MeOH (47 mL) was added KOH (0.475 g, 8.46 mmol) and water (2.5 mL). The reaction was stirred at reflux for about 16 h and then cooled to room temperature and concentrated to dryness under reduced pressure. Water (25 mL) was added to the remaining residue and the mixture was extracted with Et2O (2×25 mL). The aqueous layer was acidified to about pH 4 using aqu... The reactants are [Br-], O=CCC1CCN(Cc2ccccc2)CC1, [Cl-], Fc1ccc([Mg+])cc1, [NH4+], C1CCOC1. Product: OC(CC1CCN(Cc2ccccc2)CC1)c1ccc(F)cc1. Reaction SMILES: [Br-:1].[CH2:10]([c:11]1[cH:12][cH:13][cH:14][cH:15][cH:16]1)[N:17]1[CH2:18][CH2:19][CH:20]([CH2:23][CH:24]=[O:25])[CH2:21][CH2:22]1.[Cl-:26].[F:2][c:3]1[cH:4][cH:5][c:6]([Mg+:9])[cH:7][cH:8]1.[NH4+:27].[O:28]1[CH2:29][CH2:30][CH2:31][CH2:32]1>>[F:2][c:3]1[cH:4][cH:5][c:6]([CH:24]([CH2:23][CH:20]2[CH2:19][CH2:18][N:17]([CH2:10][c:11]3[cH:12][cH:13][cH:14][cH:15][cH:16]3)[CH2:22][CH2:21]2)[OH:25])[cH:7][cH:8]1. The reactants are BrC=1C=2N(C=CC1)N=C(N2)Cl (8-bromo-2-chloro-[1,2,4]triazolo[1,5-a]pyridine), COCC1=C(C=CC=C1)B(O)O (2-(methoxymethyl)phenylboronic acid). The product is ClC1=NN2C(C=CC=C2C2=C(C=CC=C2)COC)=N1 (2-Chloro-5-(2-methoxymethyl-phenyl)-[1,2,4]triazolo[1,5-a]pyridine), solid. Isolated yield 60.0%. Reaction SMILES: Br[C:2]1[C:3]2[N:4]([N:8]=[C:9]([Cl:11])[N:10]=2)[CH:5]=[CH:6][CH:7]=1.[CH3:12][O:13][CH2:14][C:15]1[CH:20]=[CH:19][CH:18]=[CH:17][C:16]=1B(O)O>>[Cl:11][C:9]1[N:10]=[C:3]2[CH:2]=[CH:7][CH:6]=[C:5]([C:16]3[CH:17]=[CH:18][CH:19]=[CH:20][C:15]=3[CH2:14][O:13][CH3:12])[N:4]2[N:8]=1. Reported procedure: 2-Chloro-5-(2-methoxymethyl-phenyl)-[1,2,4]triazolo[1,5-a]pyridine was prepared from 8-bromo-2-chloro-[1,2,4]triazolo[1,5-a]pyridine (546.0 mg, 2.35 mmol) and 2-(methoxymethyl)phenylboronic acid (545.0 mg, 3.29 mmol) in a manner analogous to Example 2c. Product was isolated as a white solid (0.384 g, 60%). 1H NMR (400 MHz, CDCl3, δ, ppm): 7.72-7.41 (m, 6H), 7.09-7.05 (m, 1H), 4.30 (br s, 2H), 3.16 (s, 3H). MS=274 (MH)+. The reactants are OCC1=CC2=C(N=C(S2)N2CCN(CC2)C([C@H](CC=2SC=CC2)NC(OC(C)(C)C)=O)=O)C=C1 ((S)-tert-butyl 1-(4-(6-(hydroxymethyl)benzo[d]thiazol-2-yl)piperazin-1-yl)-1-oxo-3-(thiophen-2-yl)propan-2-ylcarbamate), CC(=O)OI1(C=2C=CC=CC2C(=O)O1)(OC(=O)C)OC(=O)C (Dess-Martin reagent). Solvent: C([O-])(O)=O.[Na+] (sodium bicarbonate), C(Cl)Cl (DCM). Run at time 24 hour. The product is C(=O)C1=CC2=C(N=C(S2)N2CCN(CC2)C([C@H](CC=2SC=CC2)NC(OC(C)(C)C)=O)=O)C=C1 ((S)-tert-butyl 1-(4-(6-formylbenzo[d]thiazol-2-yl)piperazin-1-yl)-1-oxo-3-(thiophen-2-yl)propan-2-ylcarbamate). As a reaction SMILES: [OH:1][CH2:2][C:3]1[CH:34]=[CH:33][C:6]2[N:7]=[C:8]([N:10]3[CH2:15][CH2:14][N:13]([C:16](=[O:32])[C@@H:17]([NH:24][C:25](=[O:31])[O:26][C:27]([CH3:30])([CH3:29])[CH3:28])[CH2:18][C:19]4[S:20][CH:21]=[CH:22][CH:23]=4)[CH2:12][CH2:11]3)[S:9][C:5]=2[CH:4]=1.CC(OI1(OC(C)=O)(OC(C)=O)OC(=O)C2C=CC=CC1=2)=O>C(Cl)Cl.C(=O)(O)[O-].[Na+]>[CH:2]([C:3]1[CH:34]=[CH:33][C:6]2[N:7]=[C:8]([N:10]3[CH2:11][CH2:12][N:13]([C:16](=[O:32])[C@@H:17]([NH:24][C:25](=[O:31])[O:26][C:27]([CH3:28])([CH3:29])[CH3:30])[CH2:18][C:19]4[S:20][CH:21]=[CH:22][CH:23]=4)[CH2:14][CH2:15]3)[S:9][C:5]=2[CH:4]=1)=[O:1] |f:3.4|. Reported procedure: (S)-tert-butyl 1-(4-(6-(hydroxymethyl)benzo[d]thiazol-2-yl)piperazin-1-yl)-1-oxo-3-(thiophen-2-yl)propan-2-ylcarbamate (0.859 g) and Dess-Martin reagent (1.09 g) were combined in dry DCM (20 mL) and the resulting mixture stirred at room temperature for 24 hours. The resulting mixture was diluted with saturated aqueous sodium bicarbonate and then extracted with DCM. The combined organic layers were washed with saturated aqueous Na2S2O3, concentrated, and chromatographed (0 to 5% MeOH in DCM) to y... Reaction SMILES: [CH3:12][I:13].[N+:1](=[O:2])([O-:3])[c:4]1[cH:5][c:6]([NH2:11])[c:7]([NH2:10])[cH:8][cH:9]1.[Na+:14].[Na+:15].[O-:16][C:17](=[O:18])[O-:19].[O:20]=[CH:21][N:22]([CH3:23])[CH3:24]>>[N+:1](=[O:2])([O-:3])[c:4]1[cH:5][c:6]([NH:11][CH3:17])[c:7]([NH2:10])[cH:8][cH:9]1. The reactants are CI, Nc1ccc([N+](=O)[O-])cc1N, [Na+], [Na+], O=C([O-])[O-], CN(C)C=O. Product: CNc1cc([N+](=O)[O-])ccc1N. The reactants are C(#N)C1=NC(=CC=C1)CCC (2-Cyano-6-n-propylpyridine), C(C)(=O)O (acetic acid), [Na] (sodium). The solvent is C[O-].[Na+] (sodium methoxide), CO (methanol), CO (methanol). Conditions: time 8 hour. Yields the product N1=C(C=CC=C1)C(OC)=N (methyl 2-picolineimidate). Isolated yield 618.6%. Reaction SMILES: [C:1]([C:3]1[CH:8]=[CH:7][CH:6]=[C:5](CCC)[N:4]=1)#[N:2].[Na].[C:13](O)(=[O:15])C>C[O-].[Na+].CO>[N:4]1[CH:5]=[CH:6][CH:7]=[CH:8][C:3]=1[C:1](=[NH:2])[O:15][CH3:13] |f:3.4,^1:11|. Reported procedure: 2-Cyano-6-n-propylpyridine (10 g) was dissolved in a solution of sodium methoxide in methanol prepared from methanol (100 ml) and metallic sodium (0.32 g). After standing overnight, acetic acid (0.82 g) was added thereto, followed by concentration under reduced pressure. The resulting residue was dissolved in ether (200 ml) and insoluble materials were filtered out. The filtrate was concentrated under reduced pressure to obtain methyl 2-picolineimidate (11.5 g, yield: 94 %).